Dataset: the Open Reaction Database (ORD), a public repository of structured organic reaction records. Task: describe an organic reaction: reactants, conditions, products, and yield Starting materials: OC1=C(C=CC=C1O)CCCCCCOC1=C(C(=C(C(=O)O)C=C1)O)CCC (4-[6-(2,3-dihydroxyphenyl)hexyloxy]-2-hydroxy-3-propylbenzoic acid), C(CCCCC)I (n-hexyl iodide), C([O-])(O)=O.[Na+] (sodium bicarbonate). The solvent is CN(C=O)C (dimethylformamide). Yields the product C(CCCCC)OC(C1=C(C(=C(C=C1)OCCCCCCC1=C(C(=CC=C1)O)O)CCC)O)=O (4-[6-(2,3-dihydroxyphenyl)hexyloxy]-2-hydroxy-3-propylbenzoic acid hexyl ester). The yield is 83.2%. RXN SMILES: [OH:1][C:2]1[C:7]([OH:8])=[CH:6][CH:5]=[CH:4][C:3]=1[CH2:9][CH2:10][CH2:11][CH2:12][CH2:13][CH2:14][O:15][C:16]1[CH:24]=[CH:23][C:19]([C:20]([OH:22])=[O:21])=[C:18]([OH:25])[C:17]=1[CH2:26][CH2:27][CH3:28].[CH2:29](I)[CH2:30][CH2:31][CH2:32][CH2:33][CH3:34].C(=O)(O)[O-].[Na+]>CN(C)C=O>[CH2:29]([O:21][C:20](=[O:22])[C:19]1[CH:23]=[CH:24][C:16]([O:15][CH2:14][CH2:13][CH2:12][CH2:11][CH2:10][CH2:9][C:3]2[CH:4]=[CH:5][CH:6]=[C:7]([OH:8])[C:2]=2[OH:1])=[C:17]([CH2:26][CH2:27][CH3:28])[C:18]=1[OH:25])[CH2:30][CH2:31][CH2:32][CH2:33][CH3:34] |f:2.3|. Reported procedure: A mixture of 1.00 g (2.57 mmol) of 4-[6-(2,3-dihydroxyphenyl)hexyloxy]-2-hydroxy-3-propylbenzoic acid, 0.76 mL (5.15 mmol) of n-hexyl iodide and 0.26 g (3.36 mmol) of sodium bicarbonate in 15 mL of anhydrous dimethylformamide was stirred and heated at 70° for 16 hours. The solvent was removed on the oil pump, water was added and the product was extracted with ethyl acetate. The dried extract was concentrated under reduced pressure to an oil which was purified by chromatography on silica gel usin... Reactants: COc1ccc2c(c1)OCC21CCCNC1CN, ClCCl. Product: COc1ccc2c(c1)OCC21CCCN2C=NCC21. Reaction SMILES: [CH3:1][O:2][c:3]1[cH:4][c:5]2[c:6]([cH:17][cH:18]1)[C:7]1([CH2:8][O:9]2)[CH:10]([CH2:15][NH2:16])[NH:11][CH2:12][CH2:13][CH2:14]1.[Cl:19][CH2:20][Cl:21]>>[CH3:1][O:2][c:3]1[cH:4][c:5]2[c:6]([cH:17][cH:18]1)[C:7]1([CH2:8][O:9]2)[CH:10]2[N:11]([CH2:12][CH2:13][CH2:14]1)[CH:20]=[N:16][CH2:15]2. Starting materials: NCCNC(=O)C1=CNC(=C1)C1=NC=CC(=C1)OC1=C(C=CC(=C1)C(=O)NC1=C(C=CC(=C1)C)F)F (N-(2-aminoethyl)-5-[4-(2-fluoro-5-{[(2-fluoro-5-methylphenyl)amino]carbonyl}phenoxy)pyridin-2-yl]-1H-pyrrole-3-carboxamide), C(C)(C)N(C(C)C)CC (N,N-diisopropylethylamine), BrCC(=O)OC (methyl bromoacetate), O (water). Run in CN(C)C=O (DMF). Reaction conditions: time 1 hour. The product is FC1=C(OC2=CC(=NC=C2)C2=CC(=CN2)C(=O)NCCNCC(=O)OC)C=C(C=C1)C(=O)NC1=C(C=CC(=C1)C)F (methyl ({2-[({5-[4-(2-fluoro-5-{[(2-fluoro-5-methylphenyl)amino]carbonyl}phenoxy)pyridin-2-yl]-1H-pyrrol-3-yl}carbonyl)amino]ethyl}amino)acetate). Reaction SMILES: [NH2:1][CH2:2][CH2:3][NH:4][C:5]([C:7]1[CH:11]=[C:10]([C:12]2[CH:17]=[C:16]([O:18][C:19]3[CH:24]=[C:23]([C:25]([NH:27][C:28]4[CH:33]=[C:32]([CH3:34])[CH:31]=[CH:30][C:29]=4[F:35])=[O:26])[CH:22]=[CH:21][C:20]=3[F:36])[CH:15]=[CH:14][N:13]=2)[NH:9][CH:8]=1)=[O:6].C(N(CC)C(C)C)(C)C.Br[CH2:47][C:48]([O:50][CH3:51])=[O:49].O>CN(C=O)C>[F:36][C:20]1[CH:21]=[CH:22][C:23]([C:25]([NH:27][C:28]2[CH:33]=[C:32]([CH3:34])[CH:31]=[CH:30][C:29]=2[F:35])=[O:26])=[CH:24][C:19]=1[O:18][C:16]1[CH:15]=[CH:14][N:13]=[C:12]([C:10]2[NH:9][CH:8]=[C:7]([C:5]([NH:4][CH2:3][CH2:2][NH:1][CH2:47][C:48]([O:50][CH3:51])=[O:49])=[O:6])[CH:11]=2)[CH:17]=1. Procedure details: To a stirred solution of N-(2-aminoethyl)-5-[4-(2-fluoro-5-{[(2-fluoro-5-methylphenyl)amino]carbonyl}phenoxy)pyridin-2-yl]-1H-pyrrole-3-carboxamide (80 mg, 0.16 mmol) in 10 ml of anhydrous DMF, were added N,N-diisopropylethylamine (60 mg, 0.47 mmol) and methyl bromoacetate (30 mg, 0.20 mmol). The mixture was stirred at room temperature for 1 hour and poured into 100 ml of water. The precipitates were filtered, washed with water, and dried in vacuo to give the crude, which was purified by silica ... Starting materials: CC(C)(C)OC(=O)NC(Cc1ccccc1)C(=O)O, CC(C)COC(=O)Cl, CN1CCOCC1, CN(C)C=O, NC12CC3CC(C1)CC(CO)(C3)C2. Product: CC(C)(C)OC(=O)NC(Cc1ccccc1)C(=O)C1C2(N)CC3CC(C2)CC1(CO)C3. Reaction SMILES: [C:1](=[O:2])([O:3][C:4]([CH3:5])([CH3:6])[CH3:7])[NH:8][CH:9]([CH2:10][c:11]1[cH:12][cH:13][cH:14][cH:15][cH:16]1)[C:17](=[O:18])[OH:19].[CH2:27]([O:28][C:29]([Cl:30])=[O:31])[CH:32]([CH3:33])[CH3:34].[CH3:20][N:21]1[CH2:22][CH2:23][O:24][CH2:25][CH2:26]1.[CH3:48][N:49]([CH3:50])[CH:51]=[O:52].[NH2:35][C:36]12[CH2:37][C:38]3([CH2:46][OH:47])[CH2:39][CH:40]([CH2:41][CH:42]([CH2:43]1)[CH2:44]3)[CH2:45]2>>[C:1](=[O:2])([O:3][C:4]([CH3:5])([CH3:6])[CH3:7])[NH:8][CH:9]([CH2:10][c:11]1[cH:12][cH:13][cH:14][cH:15][cH:16]1)[C:17](=[O:19])[CH:37]1[C:36]2([NH2:35])[CH2:43][CH:42]3[CH2:41][CH:40]([CH2:39][C:38]1([CH2:46][OH:47])[CH2:44]3)[CH2:45]2.